The task is: describe an organic reaction: reactants, conditions, products, and yield. This data is from the Open Reaction Database (ORD), a public repository of structured organic reaction records. Reaction SMILES: [BH4-:29].[C:1]([CH3:2])([CH3:3])([CH3:4])[O:5][C:6]([NH:7][C:8]([CH3:9])([CH3:10])[c:11]1[c:12]([O:20][CH2:21][c:22]2[cH:23][cH:24][cH:25][cH:26][cH:27]2)[cH:13][cH:14][c:15]([N+:17]([O-:18])=[O:19])[cH:16]1)=[O:28].[C:32](=[O:33])([OH:34])[O-:35].[CH3:50][OH:51].[CH:46]([Cl:47])([Cl:48])[Cl:49].[ClH:31].[Na+:30].[Na+:36].[Ni:43]([Cl:44])[Cl:45].[OH2:37].[OH2:38].[OH2:39].[OH2:40].[OH2:41].[OH2:42]>>[C:1]([CH3:2])([CH3:3])([CH3:4])[O:5][C:6]([NH:7][C:8]([CH3:9])([CH3:10])[c:11]1[c:12]([O:20][CH2:21][c:22]2[cH:23][cH:24][cH:25][cH:26][cH:27]2)[cH:13][cH:14][c:15]([NH2:17])[cH:16]1)=[O:28]. Reactants: [BH4-], CC(C)(C)OC(=O)NC(C)(C)c1cc([N+](=O)[O-])ccc1OCc1ccccc1, O=C([O-])O, CO, ClC(Cl)Cl, Cl, [Na+], [Na+], Cl[Ni]Cl, O, O, O, O, O, O. The product is CC(C)(C)OC(=O)NC(C)(C)c1cc(N)ccc1OCc1ccccc1. Reactants: ClC=1C=CC(=NC1)O (5-Chloro-2-pyridinol), BrC1=NC=C(C=C1)C (2-bromo-5-methylpyridine), C(=O)([O-])[O-].[K+].[K+] (K2CO3). The reagents and catalysts are [Cu] (copper). Solvent: CCOC(=O)C (EtOAc). Product: ClC=1C=CC(N(C1)C1=NC=C(C=C1)C)=O (5-Chloro-5′-methyl-[1,2′]bipyridinyl-2-one). As a reaction SMILES: [Cl:1][C:2]1[CH:3]=[CH:4][C:5]([OH:8])=[N:6][CH:7]=1.Br[C:10]1[CH:15]=[CH:14][C:13]([CH3:16])=[CH:12][N:11]=1.C([O-])([O-])=O.[K+].[K+]>CCOC(C)=O.[Cu]>[Cl:1][C:2]1[CH:3]=[CH:4][C:5](=[O:8])[N:6]([C:10]2[CH:15]=[CH:14][C:13]([CH3:16])=[CH:12][N:11]=2)[CH:7]=1 |f:2.3.4|. Procedure: 5-Chloro-2-pyridinol (2.26 g, 17.4 mmol), 2-bromo-5-methylpyridine (3.00 g, 17.4 mmol), copper (0.022 g, 0.35 mmol) and K2CO3 (2.66 g, 19.2 mmol) were heated at 180° C. for 16 hrs. The brown reaction mixture was cooled, diluted with EtOAc and washed with saturated NaHCO3. The aqueous layer was extracted with EtOAc (2×) and the combined organic extracts were washed with brine, dried (Na2SO4) and evaporated in vacuo. The residue was chromatographed (silica gel, EtOAc: CH2Cl2 20:80 to 50:50 gradien... Reactants: CN1S(C2=C(N(C=3C=CC=CC23)C)C(=C1C(=O)OC)O)(=O)=O (methyl 2,5-dihydro-2,5-dimethyl-4-hydroxy-1,2-thiazino-[5,6-b]indole-3-carboxylate-1,1-dioxide), NC=1OC=C(N1)C (2-amino-4-methyloxazole). Solvent: C=1(C(=CC=CC1)C)C (xylene). The product is CN1S(C2=C(N(C=3C=CC=CC23)C)C(=C1C(=O)NC=1OC=C(N1)C)O)(=O)=O (2,5-dihydro-2,5-dimethyl-4-hydroxy-N-(4-methyl-2-oxazolyl)-1,2-thiazino[5,6-b]-indole-3-carboxamide-1,1-dioxide). Yield: 19.8%. As a reaction SMILES: [CH3:1][N:2]1[C:15]([C:16](OC)=[O:17])=[C:14]([OH:20])[C:5]2[N:6]([CH3:13])[C:7]3[CH:8]=[CH:9][CH:10]=[CH:11][C:12]=3[C:4]=2[S:3]1(=[O:22])=[O:21].[NH2:23][C:24]1[O:25][CH:26]=[C:27]([CH3:29])[N:28]=1>C1(C)C(C)=CC=CC=1>[CH3:1][N:2]1[C:15]([C:16]([NH:23][C:24]2[O:25][CH:26]=[C:27]([CH3:29])[N:28]=2)=[O:17])=[C:14]([OH:20])[C:5]2[N:6]([CH3:13])[C:7]3[CH:8]=[CH:9][CH:10]=[CH:11][C:12]=3[C:4]=2[S:3]1(=[O:22])=[O:21]. Procedure details: 3.0 gm (9.1 millimols) of methyl 2,5-dihydro-2,5-dimethyl-4-hydroxy-1,2-thiazino-[5,6-b]indole-3-carboxylate-1,1-dioxide and 0.98 gm (10 millimols) of 2-amino-4-methyloxazole were refluxed for 4 hours in 250 ml of xylene. Upon cooling, the raw product crystallized out. Recrystallization from ethanol yielded 0.7 gm (20% of theory) of 2,5-dihydro-2,5-dimethyl-4-hydroxy-N-(4-methyl-2-oxazolyl)-1,2-thiazino[5,6-b]-indole-3-carboxamide-1,1-dioxide; M.p.: 128° C. Starting materials: C1C(CCCC1)C(=O)CCC#N (3-(2-cyclohexanoyl)propionitrile), ClC1=CC(=CC=C1)C(=O)OO (m-chloroperbenzoic acid), ClC=1C=C(C(=O)O)C=CC1 (m-chlorobenzoic acid). Run in CCCCCC (n-hexane), CCCCCC (n-hexane). Run at temperature 55 celsius. Yields the product C(#N)CCC1CCCCC(O1)=O (7-cyanoethyl-2-oxepanone), ClC=1C=C(C(=O)O)C=CC1 (m-chlorobenzoic acid). As a reaction SMILES: [CH2:1]1[CH2:6][CH2:5][CH2:4]C[CH:2]1[C:7]([CH2:9][CH2:10][C:11]#[N:12])=[O:8].ClC1C=CC=C(C(OO)=[O:21])C=1.[Cl:24][C:25]1[CH:26]=[C:27]([CH:31]=[CH:32][CH:33]=1)[C:28]([OH:30])=[O:29]>CCCCCC>[C:11]([CH2:10][CH2:9][CH:7]1[O:8][C:4](=[O:21])[CH2:5][CH2:6][CH2:1][CH2:2]1)#[N:12].[Cl:24][C:25]1[CH:26]=[C:27]([CH:31]=[CH:32][CH:33]=1)[C:28]([OH:30])=[O:29]. Reported procedure: A reactor is loaded with 151 g of 3-(2-cyclohexanoyl)propionitrile in 500 ml of n-hexane and 260 g of m-chloroperbenzoic acid (70% titer) dissolved at 50° C. in 2000 ml of n-hexane in 30 minutes. The solution is heated to 55° C. for 15 hours. Cooling of the solution separates, in crystalline form, part of the m-chlorobenzoic acid which is scarcely soluble in the system, together with a heavy liquid phase which is formed by 7-cyanoethyl-2-oxepanone and by m-chlorobenzoic acid. 71.5 g of 7-cyanoet...